Task: describe an organic reaction: reactants, conditions, products, and yield. Dataset: the Open Reaction Database (ORD), a public repository of structured organic reaction records The reactants are CN1C(C(=CC(=C1)B1OC(C(O1)(C)C)(C)C)NC1=NC=C(C=C1)C(=O)N1CCOCC1)=O (1-Methyl-3-[5-(morpholine-4-carbonyl)-pyridin-2-ylamino]-5-(4,4,5,5-tetramethyl-[1,3,2]dioxaborolan-2-yl)-1H-pyridin-2-one), BrC1=C(COC(C)=O)C(=CC=C1)N1C(C2=CC=C(C=C2CC1)N(C)C)=O (Acetic acid 2-bromo-6-(6-dimethylamino-1-oxo-3,4-dihydro-1H-isoquinolin-2-yl)-benzyl ester), P(=O)([O-])([O-])[O-].[K+].[K+].[K+] (potassium phosphate), 2-(dicyclohexylphoshphino)-2′,4′,6′-tri-i-propyl-1,1′-biphenyl, bis(dibenzylidineacetone)palladium(0), [OH-].[Li+] (lithium hydroxide). Conditions: temperature 100 celsius, time 18 hour. The product is CN(C=1C=C2CCN(C(C2=CC1)=O)C1=C(C(=CC=C1)C1=CN(C(C(=C1)NC1=NC=C(C=C1)C(=O)N1CCOCC1)=O)C)CO)C (6-Dimethylamino-2-(2-hydroxymethyl-3-{1-methyl-5-[5-(morpholine-4-carbonyl)-pyridin-2-ylamino]-6-oxo-1,6-dihydro-pyridin-3-yl}-phenyl)-3,4-dihydro-2H-isoquinolin-1-one). The yield is 53.6%. As a reaction SMILES: [CH3:1][N:2]1[CH:7]=[C:6](B2OC(C)(C)C(C)(C)O2)[CH:5]=[C:4]([NH:17][C:18]2[CH:23]=[CH:22][C:21]([C:24]([N:26]3[CH2:31][CH2:30][O:29][CH2:28][CH2:27]3)=[O:25])=[CH:20][N:19]=2)[C:3]1=[O:32].Br[C:34]1[CH:44]=[CH:43][CH:42]=[C:41]([N:45]2[CH2:54][CH2:53][C:52]3[C:47](=[CH:48][CH:49]=[C:50]([N:55]([CH3:57])[CH3:56])[CH:51]=3)[C:46]2=[O:58])[C:35]=1[CH2:36][O:37]C(=O)C.P([O-])([O-])([O-])=O.[K+].[K+].[K+].[OH-].[Li+]>>[CH3:56][N:55]([CH3:57])[C:50]1[CH:51]=[C:52]2[C:47](=[CH:48][CH:49]=1)[C:46](=[O:58])[N:45]([C:41]1[CH:42]=[CH:43][CH:44]=[C:34]([C:6]3[CH:5]=[C:4]([NH:17][C:18]4[CH:23]=[CH:22][C:21]([C:24]([N:26]5[CH2:31][CH2:30][O:29][CH2:28][CH2:27]5)=[O:25])=[CH:20][N:19]=4)[C:3](=[O:32])[N:2]([CH3:1])[CH:7]=3)[C:35]=1[CH2:36][OH:37])[CH2:54][CH2:53]2 |f:2.3.4.5,6.7|. Procedure details: To 1-Methyl-3-[5-(morpholine-4-carbonyl)-pyridin-2-ylamino]-5-(4,4,5,5-tetramethyl-[1,3,2]dioxaborolan-2-yl)-1H-pyridin-2-one (60 mg, 0.14 mmol), Acetic acid 2-bromo-6-(6-dimethylamino-1-oxo-3,4-dihydro-1H-isoquinolin-2-yl)-benzyl ester (46 mg, 0.11 mmol), potassium phosphate (47 mg, 0.22 mmol), 2-(dicyclohexylphoshphino)-2′,4′,6′-tri-i-propyl-1,1′-biphenyl (3.1 mg, 0.0065 mmol), and bis(dibenzylidineacetone)palladium(0) (1.9 mg, 0033 mmol) was added 4 mL of degassed 1:3 water/n-butanol. The hea... Starting materials: CN1CC(CC1)(O)C#C[Si](C(C)C)(C(C)C)C(C)C (1-Methyl-3-[(triisopropylsilanyl)-ethynyl]-pyrrolidin-3-ol), [F-].C(CCC)[N+](CCCC)(CCCC)CCCC (Tetrabutyl-ammonium fluoride). The solvent is O1CCCC1 (tetrahydrofuran). Run at time 8 hour. Product: C(#C)C1(CN(CC1)C)O (3-Ethynyl-1-methyl-pyrrolidin-3-ol). The yield is 57.7%. Reaction SMILES: [CH3:1][N:2]1[CH2:6][CH2:5][C:4]([C:8]#[C:9][Si](C(C)C)(C(C)C)C(C)C)([OH:7])[CH2:3]1.[F-].C([N+](CCCC)(CCCC)CCCC)CCC>O1CCCC1>[C:8]([C:4]1([OH:7])[CH2:5][CH2:6][N:2]([CH3:1])[CH2:3]1)#[CH:9] |f:1.2|. Procedure: This compound was prepared according to a procedure similar to that described in Procedure B. Into a solution of Ethynyl-triisopropyl-silane (1.1 g, 6 mmol) in tetrahydrofuran (10 mL) was dropped in n-BuLi (2.4 mL, 6 mmol) at −78° C. The solution was stirred for 0.5 h. Then 1-Methyl-pyrrolidin-3-one (0.5 g, 5 mmol) was added. The solution was allowed to warm up to room temperature and stirred for 3 h. Then the reaction mixture was added in 50 mL EtOAc and washed with water three times. The solve... Starting materials: ClC1=C(OC(C(=O)OC)C2=CC=CC=C2)C(=CC(=C1)CO)Cl (methyl 2-(2,6-dichloro-4-hydroxymethylphenoxy)-2-phenylacetate), C(Br)(Br)(Br)Br (carbon tetrabromide), C1(=CC=CC=C1)P(C1=CC=CC=C1)C1=CC=CC=C1 (triphenylphosphine). The solvent is C(Cl)Cl (CH2Cl2). Product: BrCC1=CC(=C(OC(C(=O)OC)C2=CC=CC=C2)C(=C1)Cl)Cl (methyl 2-(4-bromomethyl-2,6-dichlorophenoxy)-2-phenylacetate). As a reaction SMILES: [Cl:1][C:2]1[CH:19]=[C:18]([CH2:20]O)[CH:17]=[C:16]([Cl:22])[C:3]=1[O:4][CH:5]([C:10]1[CH:15]=[CH:14][CH:13]=[CH:12][CH:11]=1)[C:6]([O:8][CH3:9])=[O:7].C(Br)(Br)(Br)[Br:24].C1(P(C2C=CC=CC=2)C2C=CC=CC=2)C=CC=CC=1>C(Cl)Cl>[Br:24][CH2:20][C:18]1[CH:19]=[C:2]([Cl:1])[C:3]([O:4][CH:5]([C:10]2[CH:15]=[CH:14][CH:13]=[CH:12][CH:11]=2)[C:6]([O:8][CH3:9])=[O:7])=[C:16]([Cl:22])[CH:17]=1. Reported procedure: To a stirred and cooled (0° C.) solution of 0.140 g (0.41 mmol) of the product of Step D dissolved in 2 mL of CH2Cl2 was added 0. 170 g (0.51 mmol) of carbon tetrabromide and 0.135 g (0.51 mmol) of triphenylphosphine. After the addition the reaction mixture was allowed to warm to room temperature and was stirred overnight. The mixture was then evaporated in vacuo and purified on a silica gel flash chromatography of the product of Step D dissolved in 2 mL of CH2Cl2 was added 0. 170 g the title co... Reactants: C(C)OC=C(C(=O)OCC)C(C1=C(C(=C(C(=C1)F)F)Cl)F)=O (ethyl 3-ethoxy-2-(3-chloro-2,4,5-trifluorobenzoyl)acrylate), ClC=1C(=C(C(=O)CC(=O)OCC)C=C(C1F)F)F (ethyl 3-chloro-2,4,5-trifluorobenzoylacetate), NC1=NC(=C(C(=C1F)C)F)NCC1=CC=C(C=C1)OC (2-amino-3,5-difluoro-6-(p-methoxybenzylamino)-4-methylpyridine). The solvent is C(Cl)(Cl)Cl (chloroform). Reaction conditions: temperature 90 celsius, time 15 minute. Product: ClC=1C(=C(C=C2C(C(=CN(C12)C1=NC(=C(C(=C1F)C)F)NCC1=CC=C(C=C1)OC)C(=O)OCC)=O)F)F (ethyl 8-chloro-1-[3,5-difluoro-6-(p-methoxybenzylamino)-4-methylpyridine-2-yl]-6,7-difluoro-4-oxo-1,4-dihydroquinoline-3-carboxylate). RXN SMILES: C(O[CH:4]=[C:5]([C:11](=[O:22])[C:12]1[CH:17]=[C:16]([F:18])[C:15]([F:19])=[C:14]([Cl:20])[C:13]=1F)[C:6]([O:8][CH2:9][CH3:10])=[O:7])C.ClC1C(F)=C(C=C(F)C=1F)C(CC(OCC)=O)=O.[NH2:41][C:42]1[C:47]([F:48])=[C:46]([CH3:49])[C:45]([F:50])=[C:44]([NH:51][CH2:52][C:53]2[CH:58]=[CH:57][C:56]([O:59][CH3:60])=[CH:55][CH:54]=2)[N:43]=1>C(Cl)(Cl)Cl>[Cl:20][C:14]1[C:15]([F:19])=[C:16]([F:18])[CH:17]=[C:12]2[C:13]=1[N:41]([C:42]1[C:47]([F:48])=[C:46]([CH3:49])[C:45]([F:50])=[C:44]([NH:51][CH2:52][C:53]3[CH:58]=[CH:57][C:56]([O:59][CH3:60])=[CH:55][CH:54]=3)[N:43]=1)[CH:4]=[C:5]([C:6]([O:8][CH2:9][CH3:10])=[O:7])[C:11]2=[O:22]. Procedure: To 3 ml chloroform solution of ethyl 3-ethoxy-2-(3-chloro-2,4,5-trifluorobenzoyl)acrylate prepared from 0.78 g of ethyl 3-chloro-2,4,5-trifluorobenzoylacetate by normal process was added 0.90 g of 2-amino-3,5-difluoro-6-(p-methoxybenzylamino)-4-methylpyridine. The solution was concentrated under reduced pressure, and to the residue were added 1.3 g of anhydrous potassium carbonate and 3 ml of N,N-dimethylformamide, and the mixture was stirred at 90° C. for 15 minutes and allowed to cool. The sol... Reactants: C1CCNC1, C1CCOC1, CS(=O)(=O)c1nc(Oc2ccccn2)c(-c2ccc(Cl)cc2)c(-c2ccc(Cl)cc2Cl)n1. Yields the product Clc1ccc(-c2c(Oc3ccccn3)nc(C3CCCN3)nc2-c2ccc(Cl)cc2Cl)cc1. Reaction SMILES: [CH2:33]1[CH2:34][CH2:35][NH:36][CH2:37]1.[CH2:38]1[O:39][CH2:40][CH2:41][CH2:42]1.[CH3:1][S:2](=[O:3])(=[O:4])[c:5]1[n:6][c:7](-[c:25]2[c:26]([Cl:32])[cH:27][c:28]([Cl:31])[cH:29][cH:30]2)[c:8](-[c:18]2[cH:19][cH:20][c:21]([Cl:24])[cH:22][cH:23]2)[c:9]([O:11][c:12]2[n:13][cH:14][cH:15][cH:16][cH:17]2)[n:10]1>>[c:5]1([CH:35]2[CH2:34][CH2:33][CH2:37][NH:36]2)[n:6][c:7](-[c:25]2[c:26]([Cl:32])[cH:27][c:28]([Cl:31])[cH:29][cH:30]2)[c:8](-[c:18]2[cH:19][cH:20][c:21]([Cl:24])[cH:22][cH:23]2)[c:9]([O:11][c:12]2[n:13][cH:14][cH:15][cH:16][cH:17]2)[n:10]1. Starting materials: [H][H] (Hydrogen), 125, C(#N)CCC1C(CCCC1)=O (2-(2-cyanoethyl)-cyclohexanone), N (ammonia). Solvent: liquid. Product: N1CCCC2CCCCC12 (decahydroquinoline), NCCCC1C(CCCC1)N (2-(3-aminopropyl)-cyclohexylamine). As a reaction SMILES: [C:1]([CH2:3][CH2:4][CH:5]1[CH2:10][CH2:9][CH2:8][CH2:7][C:6]1=O)#[N:2].[NH3:12].[H][H]>>[NH:2]1[CH:10]2[CH:5]([CH2:6][CH2:7][CH2:8][CH2:9]2)[CH2:4][CH2:3][CH2:1]1.[NH2:2][CH2:1][CH2:3][CH2:4][CH:5]1[CH2:10][CH2:9][CH2:8][CH2:7][CH:6]1[NH2:12]. Reported procedure: Example 3 was repeated except that 29.7 g of 2-(2-cyanoethyl)-cyclohexanone (purity 96%, 0.189 mole) and 1,200 ml of liquid ammonia (720 g, 42.4 moles) were passed upwardly through the first reactor, per hour, at a pressure of 250 bar and a temperature of 70° C. Hydrogen was then added to the stream at a rate of 125 standard liters (5.6 moles) per hour, and the effluent from the in-line imination reactor was passed upwardly through the hydrogenation reactor at a pressure of 250 bar and a tempera...